From a dataset of the Open Reaction Database (ORD), a public repository of structured organic reaction records. describe an organic reaction: reactants, conditions, products, and yield The reactants are [N+](=O)([O-])C=1C=C(C=CC1)C=C(C(=O)OCC)C(CCl)=O (ethyl 2-(m-nitrophenylmethylene)-4-chloro-3-oxobutanoate), N\C(=C/C(=O)OC)\C (methyl 3-aminocrotonate), CCO (EtOH). Product: NC(C)=C(C(C(C(CCl)=O)C(=O)OC)C1=CC(=CC=C1)[N+](=O)[O-])C(=O)OCC (2-amino-7-chloro-3-carboethoxy-5-carbomethoxy-4-(m-nitrophenyl)-6-oxo-2-heptene). RXN SMILES: [N+:1]([C:4]1[CH:5]=[C:6]([CH:10]=[C:11]([C:17](=[O:20])[CH2:18][Cl:19])[C:12]([O:14][CH2:15]C)=[O:13])[CH:7]=[CH:8][CH:9]=1)([O-:3])=[O:2].[NH2:21]/[C:22](/[CH3:28])=[CH:23]\[C:24]([O:26][CH3:27])=[O:25].[CH3:29]CO>>[NH2:21][C:22](=[C:23]([C:24]([O:26][CH2:27][CH3:29])=[O:25])[CH:10]([C:6]1[CH:7]=[CH:8][CH:9]=[C:4]([N+:1]([O-:3])=[O:2])[CH:5]=1)[CH:11]([C:12]([O:14][CH3:15])=[O:13])[C:17](=[O:20])[CH2:18][Cl:19])[CH3:28]. Reported procedure: A mixture of ethyl 2-(m-nitrophenylmethylene)-4-chloro-3-oxobutanoate (80 g) and methyl 3-aminocrotonate (32.7 g) in EtOH (800 ml) is heated to reflux temperature for 15 minutes, then, without isolating the formed intermediate, 2-amino-7-chloro-3-carboethoxy-5-carbomethoxy-4-(m-nitrophenyl)-6-oxo-2-heptene, the mixture is cooled at 0° C. and acidified with aqueous concentrated HCl (3 ml). After two hours the reaction mixture is neutralized with a few drops of a saturated NaHCO3 solution and evap... Starting materials: ClCC([C@H](CC1=CC=CC=C1)NC(=O)OC)=O ((3S)-1-chloro-3-methoxycarbonylamino-4-phenyl-2-butanone), [OH-].[Na+] (sodium hydroxide), ClCC([C@H](CC1=CC=CC=C1)NC(=O)OC)=O ((3S)-1-chloro-3-methoxycarbonylamino-4-phenyl-2-butanone), O=C[C@H](O)[C@@H](O)[C@H](O)[C@H](O)CO (glucose), S(O)(O)(=O)=O (sulfuric acid), O=C[C@H](O)[C@@H](O)[C@H](O)[C@H](O)CO (glucose), ClCC([C@H](CC1=CC=CC=C1)NC(=O)OC)=O ((3S)-1-chloro-3-methoxycarbonylamino-4-phenyl-2-butanone), O=C[C@H](O)[C@@H](O)[C@H](O)[C@H](O)CO (glucose). The yield is 67.0%. Procedure details: A culture was obtained by the same method as in Example 1 using Geotrichum eriense ATCC 22311 as the microorganism and then adjusted to pH 6 with an aqueous sodium hydroxide solution and an aqueous sulfuric acid solution. A 25-ml portion of this culture, 1 g of glucose and (3S)-1-chloro-3-methoxycarbonylamino-4-phenyl-2-butanone were mixed up in a 500-ml Sakaguchi flask and the mixture was shaken for 1 day to thereby allow the reaction to proceed. Then, again, 250 mg of (3S)-1-chloro-3-methoxyca... Product: ClC[C@H]([C@H](CC1=CC=CC=C1)NC(=O)OC)O ((2S,3S)-1-chloro-3-methoxycarbonylamino-4-phenyl-2-butanol). Run at time 1 day. As a reaction SMILES: [OH-].[Na+].S(=O)(=O)(O)O.O=C[C@@H]([C@H]([C@@H]([C@@H](CO)O)O)O)O.[Cl:20][CH2:21][C:22](=[O:36])[C@@H:23]([NH:31][C:32]([O:34][CH3:35])=[O:33])[CH2:24][C:25]1[CH:30]=[CH:29][CH:28]=[CH:27][CH:26]=1>>[Cl:20][CH2:21][C@@H:22]([OH:36])[C@@H:23]([NH:31][C:32]([O:34][CH3:35])=[O:33])[CH2:24][C:25]1[CH:30]=[CH:29][CH:28]=[CH:27][CH:26]=1 |f:0.1|. Starting materials: C(C1=CC=CC=C1)C1CCN(CC1)CCCN(C(=O)C1CCNCC1)C1=CC(=C(C=C1)Cl)Cl (N-[3-(4-Benzyl-1-piperidinyl)propyl]-N-(3,4-dichlorophenyl)-4-piperidinecarboxamide), N1=C(C=CC=C1)C(=O)O (picolinic acid), Cl.CN(CCCN=C=NCC)C (1-[3-(dimethylamino)propyl]-3-ethylcarbodiimide hydrochloride). Solvent: CN(C)C=O (DMF). Conditions: time 20 hour. Product: C(C1=CC=CC=C1)C1CCN(CC1)CCCN(C(=O)C1CCN(CC1)C(=O)C1=NC=CC=C1)C1=CC(=C(C=C1)Cl)Cl (N-[3-(4-Benzyl-1-piperidinyl)propyl]-N-(3,4-dichlorophenyl)-1-(2-pyridylcarbonyl)-4-piperidinecarboxamide). Isolated yield 91.2%. RXN SMILES: [CH2:1]([CH:8]1[CH2:13][CH2:12][N:11]([CH2:14][CH2:15][CH2:16][N:17]([C:26]2[CH:31]=[CH:30][C:29]([Cl:32])=[C:28]([Cl:33])[CH:27]=2)[C:18]([CH:20]2[CH2:25][CH2:24][NH:23][CH2:22][CH2:21]2)=[O:19])[CH2:10][CH2:9]1)[C:2]1[CH:7]=[CH:6][CH:5]=[CH:4][CH:3]=1.[N:34]1[CH:39]=[CH:38][CH:37]=[CH:36][C:35]=1[C:40](O)=[O:41].Cl.CN(C)CCCN=C=NCC>CN(C=O)C>[CH2:1]([CH:8]1[CH2:13][CH2:12][N:11]([CH2:14][CH2:15][CH2:16][N:17]([C:26]2[CH:31]=[CH:30][C:29]([Cl:32])=[C:28]([Cl:33])[CH:27]=2)[C:18]([CH:20]2[CH2:21][CH2:22][N:23]([C:40]([C:35]3[CH:36]=[CH:37][CH:38]=[CH:39][N:34]=3)=[O:41])[CH2:24][CH2:25]2)=[O:19])[CH2:10][CH2:9]1)[C:2]1[CH:7]=[CH:6][CH:5]=[CH:4][CH:3]=1 |f:2.3|. Procedure details: To the solution of the compound obtained in Example 66 (391 mg, 0.80 mmol), picolinic acid (108 mg, 0.88 mmol) and 1-hydroxbenzotriazole (119 mg, 0.88 mmol) in DMF (8 mL) was added 1-[3-(dimethylamino)propyl]-3-ethylcarbodiimide hydrochloride (307 mg, 1.60 mmol), and the mixture was stirred at room temperature for 20 hours. The reaction mixture was concentrated under reduced pressure, and to the concentrate were added a saturated aqueous solution of sodium hydrogen carbonate (15 mL) and water (5... Starting materials: NCCCC(=O)O (4-aminobutyric acid), CN(C)C=O (DMF), Cl (HCl), C12(CC3CC(CC(C1)C3)C2)N=C=O (1-adamantyl isocyanate). Reaction conditions: time 24 hour. The product is COC(CCCNC(=O)NC12CC3CC(CC(C1)C3)C2)=O (4-(3-Adamantan-1-yl-ureido) butyric Acid Methyl Ester), C12(CC3CC(CC(C1)C3)C2)NC(NCCCC(=O)O)=O (4-(3-adamantan-1-yl-ureido)butyric acid). The yield is 100.0%. RXN SMILES: [NH2:1][CH2:2][CH2:3][CH2:4][C:5]([OH:7])=[O:6].[C:8]12([N:18]=[C:19]=[O:20])[CH2:17][CH:12]3[CH2:13][CH:14]([CH2:16][CH:10]([CH2:11]3)[CH2:9]1)[CH2:15]2.Cl.[CH3:22]N(C=O)C>>[CH3:22][O:6][C:5](=[O:7])[CH2:4][CH2:3][CH2:2][NH:1][C:19]([NH:18][C:8]12[CH2:17][CH:12]3[CH2:13][CH:14]([CH2:16][CH:10]([CH2:11]3)[CH2:9]1)[CH2:15]2)=[O:20].[C:8]12([NH:18][C:19](=[O:20])[NH:1][CH2:2][CH2:3][CH2:4][C:5]([OH:7])=[O:6])[CH2:17][CH:12]3[CH2:13][CH:14]([CH2:16][CH:10]([CH2:11]3)[CH2:9]1)[CH2:15]2. Procedure details: The title compound was prepared by a procedure described in J. Med. Chem. 2004, 47, 2110. To a suspension of 4-aminobutyric acid (2.79 g, 27.1 mmol) in DMF (40 mL) was added 1-adamantyl isocyanate (1.20 g, 6.77 mmol) at room temperature. The reaction mixture was stirred for 24 h. Then 1 N HCl aqueous solution (40 mL) was added into the reaction, and the mixture was stirred for 30 min. The solid crystalline product was filtered and washed with water (20 mL) and ethyl acetate (20 mL). The resultin... The reactants are O=[N+]([O-])c1c(Br)nn(CCO)c1Br, CCO, NCCO, O. Product: O=[N+]([O-])c1c(Br)nn(CCO)c1NCCO. As a reaction SMILES: [Br:1][c:2]1[n:3][n:4]([CH2:11][CH2:12][OH:13])[c:5]([Br:10])[c:6]1[N+:7](=[O:8])[O-:9].[CH3:19][CH2:20][OH:21].[NH2:14][CH2:15][CH2:16][OH:17].[OH2:18]>>[Br:1][c:2]1[n:3][n:4]([CH2:11][CH2:12][OH:13])[c:5]([NH:14][CH2:15][CH2:16][OH:17])[c:6]1[N+:7](=[O:8])[O-:9].